This data is from the Open Reaction Database (ORD), a public repository of structured organic reaction records. The task is: describe an organic reaction: reactants, conditions, products, and yield The reactants are C(C)OC(C1=CN=CC(=C1)C(NC=1C=NC(=C(C1)C1=CC=C(C=C1)Cl)OCC(F)(F)F)=O)=O (5-[5-(4-Chloro-phenyl)-6-(2,2,2-trifluoro-ethoxy)-pyridin-3-ylcarbamoyl]-nicotinic acid ethyl ester), C1CCOC1 (THF), CO (methanol). Run in O (water). Run at time 4 hour. The product is ClC1=CC=C(C=C1)C=1C=C(C=NC1OCC(F)(F)F)NC(=O)C=1C=NC=C(C(=O)O)C1 (5-[5-(4-Chloro-phenyl)-6-(2,2,2-trifluoro-ethoxy)-pyridin-3-ylcarbamoyl]-nicotinic acid). RXN SMILES: C([O:3][C:4](=[O:33])[C:5]1[CH:10]=[C:9]([C:11](=[O:32])[NH:12][C:13]2[CH:14]=[N:15][C:16]([O:26][CH2:27][C:28]([F:31])([F:30])[F:29])=[C:17]([C:19]3[CH:24]=[CH:23][C:22]([Cl:25])=[CH:21][CH:20]=3)[CH:18]=2)[CH:8]=[N:7][CH:6]=1)C.C1COCC1.CO>O>[Cl:25][C:22]1[CH:21]=[CH:20][C:19]([C:17]2[CH:18]=[C:13]([NH:12][C:11]([C:9]3[CH:8]=[N:7][CH:6]=[C:5]([CH:10]=3)[C:4]([OH:33])=[O:3])=[O:32])[CH:14]=[N:15][C:16]=2[O:26][CH2:27][C:28]([F:29])([F:30])[F:31])=[CH:24][CH:23]=1. Procedure details: 5-[5-(4-Chloro-phenyl)-6-(2,2,2-trifluoro-ethoxy)-pyridin-3-ylcarbamoyl]-nicotinic acid ethyl ester (510 mg, 1.06 mmol) was combined with THF (25 mL), methanol (5 mL) and water (5 mL) to give a light yellow suspension. The reaction mixture was stirred for 4 h, and concentrated in vacuo. The reaction mixture was poured into 100 mL ethyl acetate and extracted with 1 M HCl (1×25 mL) and brine (1×25 mL). The aqueous layer phases were extracted with ethyl acetate (1×50 mL). The organic layers were co... The reactants are ClC=1C=C(OC2=CC=C(N)C=C2)C=CC1 (4-(3-chlorophenoxy)aniline), C1(CCCCC1)C=O (cyclohexanecarbaldehyde), O1CCCC=C1 (3,4-dihydro-2H-pyran), Mg(ClO4)2. Run in CC#N (MeCN). Reaction conditions: time 8 hour. Yields the product ClC=1C=C(OC2=CC=3C4C(C(NC3C=C2)C2CCCCC2)CCCO4)C=CC1 (9-(3-chlorophenoxy)-5-cyclohexyl-3,4,4a,5,6,10b-hexahydro-2H-pyrano[3,2-c]quinoline). Yield: 34.7%. Reaction SMILES: [Cl:1][C:2]1[CH:3]=[C:4]([CH:13]=[CH:14][CH:15]=1)[O:5][C:6]1[CH:12]=[CH:11][C:9]([NH2:10])=[CH:8][CH:7]=1.[CH:16]1([CH:22]=O)[CH2:21][CH2:20][CH2:19][CH2:18][CH2:17]1.[O:24]1[CH:29]=[CH:28][CH2:27][CH2:26][CH2:25]1>CC#N>[Cl:1][C:2]1[CH:3]=[C:4]([CH:13]=[CH:14][CH:15]=1)[O:5][C:6]1[CH:12]=[CH:11][C:9]2[NH:10][CH:22]([CH:16]3[CH2:17][CH2:18][CH2:19][CH2:20][CH2:21]3)[CH:26]3[CH2:27][CH2:28][CH2:29][O:24][CH:25]3[C:8]=2[CH:7]=1. Procedure: To a solution of 4-(3-chlorophenoxy)aniline (220 mg, 1 mmol, 1 equiv.) in dry MeCN (3 mL) under argon atmosphere was added cyclohexanecarbaldehyde (121 μL, 1 mmol, 1 equiv.) and 3,4-dihydro-2H-pyran (90 μL, 1 mmol, 1 equiv.) sequentially, followed by Mg(ClO4)2 (12.3 mg, 0.05 mmol, 0.05 equiv.). The reaction mixture was stirred at r.t. overnight. The solvent was removed under reduced pressure and the residue taken up in CH2Cl2 and passed through Decalite. The solvent of the filtrate was removed u...